This data is from the Open Reaction Database (ORD), a public repository of structured organic reaction records. The task is: describe an organic reaction: reactants, conditions, products, and yield Starting materials: CC(C)(C)c1ccc(CNCCc2cccc(C(F)(F)F)c2)cc1, ClCCCl, ClCCl, Cl, O=C(O)c1c(F)c(F)cc2cc[nH]c12. The product is CC(C)(C)c1ccc(CN(CCc2cccc(C(F)(F)F)c2)C(=O)c2c(F)c(F)cc3cc[nH]c23)cc1. Reaction SMILES: [C:15]([CH3:16])([CH3:17])([CH3:18])[c:19]1[cH:20][cH:21][c:22]([CH2:23][NH:24][CH2:25][CH2:26][c:27]2[cH:28][c:29]([C:33]([F:34])([F:35])[F:36])[cH:30][cH:31][cH:32]2)[cH:37][cH:38]1.[CH2:39]([Cl:40])[CH2:41][Cl:42].[Cl:44][CH2:45][Cl:46].[ClH:43].[F:1][c:2]1[cH:3][c:4]2[cH:5][cH:6][nH:7][c:8]2[c:9]([C:12](=[O:13])[OH:14])[c:10]1[F:11]>>[F:1][c:2]1[cH:3][c:4]2[cH:5][cH:6][nH:7][c:8]2[c:9]([C:12](=[O:14])[N:24]([CH2:23][c:22]2[cH:21][cH:20][c:19]([C:15]([CH3:16])([CH3:17])[CH3:18])[cH:38][cH:37]2)[CH2:25][CH2:26][c:27]2[cH:28][c:29]([C:33]([F:34])([F:35])[F:36])[cH:30][cH:31][cH:32]2)[c:10]1[F:11]. Reactants: C(C1=CC=CC=C1)(=O)N=C=S (benzoyl isothiocyanate), NC1=C(C(=O)NC2=CC=CC=C2)C=CC=C1 (2-amino-N-phenylbenzamide). Run in CCOCC (ether), CCOCC (ether). Product: C(C1=CC=CC=C1)NC(=S)NC1=C(C(=O)NC2=CC=CC=C2)C=CC=C1 (2-[[(Benzylamino)thioxomethyl]amino]-N-phenylbenzamide). The yield is 1015.8%. Reaction SMILES: [NH2:1][C:2]1[CH:16]=[CH:15][CH:14]=[CH:13][C:3]=1[C:4]([NH:6][C:7]1[CH:12]=[CH:11][CH:10]=[CH:9][CH:8]=1)=[O:5].[C:17]([N:25]=[C:26]=[S:27])(=O)[C:18]1[CH:23]=[CH:22][CH:21]=[CH:20][CH:19]=1>CCOCC>[CH2:17]([NH:25][C:26]([NH:1][C:2]1[CH:16]=[CH:15][CH:14]=[CH:13][C:3]=1[C:4]([NH:6][C:7]1[CH:12]=[CH:11][CH:10]=[CH:9][CH:8]=1)=[O:5])=[S:27])[C:18]1[CH:23]=[CH:22][CH:21]=[CH:20][CH:19]=1. Reported procedure: To a stirred mixture of 1.0 g of 2-amino-N-phenylbenzamide and 500 ml of ether was added dropwise, a solution of 7.7 g of benzoyl isothiocyanate in 100 ml of ether over 20 minutes. After standing several hours, the solid was collected, giving 17.3 g of the desired product as cream- colored crystals mp 197°-200° C. (dec.). Starting materials: [CH2]C, CO, CC(C)(C(=O)[O-])c1ccc(C(=O)CCCCl)cc1, [Na+], [OH-], O. Product: CC(C)(C(=O)O)c1ccc(C(=O)C2CC2)cc1. As a reaction SMILES: [CH2:1][CH3:2].[CH3:24][OH:25].[Cl:3][CH2:4][CH2:5][CH2:6][C:7](=[O:8])[c:9]1[cH:10][cH:11][c:12]([C:15]([C:16](=[O:17])[O-:18])([CH3:19])[CH3:20])[cH:13][cH:14]1.[Na+:23].[OH-:22].[OH2:21]>>[CH2:4]1[CH2:5][CH:6]1[C:7](=[O:8])[c:9]1[cH:10][cH:11][c:12]([C:15]([C:16](=[O:17])[OH:18])([CH3:19])[CH3:20])[cH:13][cH:14]1. Starting materials: CS(C)=O, Cc1cccc(-c2cc3ccccc3c(Cl)n2)n1, [H-], [Na+], C1CCOC1. The product is Cc1cccc(-c2cc3ccccc3c(CS(C)=O)n2)n1. Reaction SMILES: [CH3:21][S:22]([CH3:23])=[O:24].[Cl:3][c:4]1[n:5][c:6](-[c:14]2[n:15][c:16]([CH3:20])[cH:17][cH:18][cH:19]2)[cH:7][c:8]2[cH:9][cH:10][cH:11][cH:12][c:13]12.[H-:1].[Na+:2].[O:25]1[CH2:26][CH2:27][CH2:28][CH2:29]1>>[c:4]1([CH2:21][S:22]([CH3:23])=[O:24])[n:5][c:6](-[c:14]2[n:15][c:16]([CH3:20])[cH:17][cH:18][cH:19]2)[cH:7][c:8]2[cH:9][cH:10][cH:11][cH:12][c:13]12. Reactants: ice water, C1(=CC(=CC=C1)C(C)=O)C (1-m-tolyl-ethanone), BrBr (bromine), CCOCC (ether). Run in O1CCOCC1 (dioxane), O1CCOCC1 (dioxane). Reaction conditions: time 5 hour. Product: BrCC(=O)C=1C=C(C=CC1)C (2-Bromo-1-m-tolyl-ethanone). As a reaction SMILES: [C:1]1([CH3:10])[CH:6]=[CH:5][CH:4]=[C:3]([C:7](=[O:9])[CH3:8])[CH:2]=1.[Br:11]Br.CCOCC>O1CCOCC1>[Br:11][CH2:8][C:7]([C:3]1[CH:2]=[C:1]([CH3:10])[CH:6]=[CH:5][CH:4]=1)=[O:9]. Procedure: To a solution of 1-m-tolyl-ethanone (6.0 g, 44.72 mmol) in dioxane (5 ml), bromine (7.14 g, 44.72 mmol) in dioxane (10 ml) and ether (15 ml) was added and stirred at room temperature for 5 hr. The reaction mixture was poured into ice water and the compound was extracted using ethyl acetate. The organic layer was washed with water and brine, dried over anhydrous sodium sulfate, filtered and then evaporated to give crude 2-bromo-1-m-tolyl-ethanone, 7.6 g (80%). The crude compound obtained was used... Starting materials: O1C(OCC1)C1=CC(=NC=C1OCC=1C(=NC=CC1)C1=C(C=NN1C(C)C)C)OC (4-(1,3-dioxolan-2-yl)-5-((2-(1-isopropyl-4-methyl-1H-pyrazol-5-yl)pyridin-3-yl)methoxy)-2-methoxypyridine), Cl (HCl), NaHCO3(sat). Conditions: temperature 40 celsius. Yields the product C(C)(C)N1N=CC(=C1C1=NC=CC=C1COC1=CN=C(C=C1C=O)OC)C (5-((2-(1-isopropyl-4-methyl-1H-pyrazol-5-yl)pyridin-3-yl)methoxy)-2-methoxyisonicotinaldehyde). Isolated yield 90.9%. Reaction SMILES: [O:1]1CCO[CH:2]1[C:6]1[C:11]([O:12][CH2:13][C:14]2[C:15]([C:20]3[N:24]([CH:25]([CH3:27])[CH3:26])[N:23]=[CH:22][C:21]=3[CH3:28])=[N:16][CH:17]=[CH:18][CH:19]=2)=[CH:10][N:9]=[C:8]([O:29][CH3:30])[CH:7]=1.Cl>>[CH:25]([N:24]1[C:20]([C:15]2[C:14]([CH2:13][O:12][C:11]3[C:6]([CH:2]=[O:1])=[CH:7][C:8]([O:29][CH3:30])=[N:9][CH:10]=3)=[CH:19][CH:18]=[CH:17][N:16]=2)=[C:21]([CH3:28])[CH:22]=[N:23]1)([CH3:27])[CH3:26]. Reported procedure: To 4-(1,3-dioxolan-2-yl)-5-((2-(1-isopropyl-4-methyl-1H-pyrazol-5-yl)pyridin-3-yl)methoxy)-2-methoxypyridine (41 mg, 0.1 mmol, 1 eq.) in a RB flask was added HCl (6 N, 2.0 mL). The mixture was warmed to 40° C., O/N, cooled to rt, neutralized to pH 7-8 with NaHCO3(sat) solution, and extracted with EtOAc three times. The combined organic layers were washed with brine, dried over Na2SO4, concentrated, and purified on silica gel using a mixture of EtOAc and hexanes as eluent to give 5-((2-(1-isoprop...